From a dataset of the Open Reaction Database (ORD), a public repository of structured organic reaction records. describe an organic reaction: reactants, conditions, products, and yield Reactants: I(=O)(=O)[O-].[K+] (Potassium iodate), C(C1=CC=CC=C1)(=O)N1C2=CC=CC=C2C=2C=CC=CC12 (9-benzoyl-9H-carbazole), [I-].[K+] (potassium iodide). Solvent: C(C)(=O)O (acetic acid). Product: IC=1C=CC=2N(C3=CC=C(C=C3C2C1)I)C(C1=CC=CC=C1)=O (3,6-Diiodo-9-benzoyl-9H-carbazole). RXN SMILES: [I:1]([O-])(=O)=O.[K+].[C:6]([N:14]1[C:26]2[CH:25]=[CH:24][CH:23]=[CH:22][C:21]=2[C:20]2[C:15]1=[CH:16][CH:17]=[CH:18][CH:19]=2)(=[O:13])[C:7]1[CH:12]=[CH:11][CH:10]=[CH:9][CH:8]=1.[I-:27].[K+]>C(O)(=O)C>[I:27][C:18]1[CH:17]=[CH:16][C:15]2[N:14]([C:6](=[O:13])[C:7]3[CH:12]=[CH:11][CH:10]=[CH:9][CH:8]=3)[C:26]3[C:21]([C:20]=2[CH:19]=1)=[CH:22][C:23]([I:1])=[CH:24][CH:25]=3 |f:0.1,3.4|. Procedure details: Potassium iodate (16.05 g, 75 mmol, available from Aldrich) is added in one portion to a stirred mixture of 9-benzoyl-9H-carbazole (34 mmol, available from Aldrich), potassium iodide (10.96 g, 66 mmol), and acetic acid (100 ml) at 80° C. The reaction mixture is stirred and heated for 1 hour. After the reaction was completed, the acetic acid is removed by distillation. The residue is dissolved in ethyl acetate and washed several times with water and sodium bicarbonate solution. The organic layer ... The reactants are O1CCN(C2=C1C=CC=C2)C(=O)N2CC(=CC2)B2OC(C(O2)(C)C)(C)C ((2,3-dihydrobenzo[1,4]oxazin-4-yl)[3-(4,4,5,5-tetramethyl-[1,3,2]dioxaborolan-2-yl)-2,5-dihydropyrrol-1-yl]methanone), BrC1=C(C=C(C=C1)F)C(F)(F)F (1-bromo-4-fluoro-2-(trifluoromethyl)benzene), solution, C([O-])([O-])=O.[Na+].[Na+] (sodium carbonate). Run in O (water), COCCOC (ethylene glycol dimethyl ether). Yields the product O1CCN(C2=C1C=CC=C2)C(=O)N2CC(=CC2)C2=C(C=C(C=C2)F)C(F)(F)F ((2,3-dihydrobenzo[1,4]oxazin-4-yl)[3-(4-fluoro-2-(trifluoromethyl)phenyl)-2,5-dihydropyrrol-1-yl]methanone). The yield is 70.4%. As a reaction SMILES: [O:1]1[C:6]2[CH:7]=[CH:8][CH:9]=[CH:10][C:5]=2[N:4]([C:11]([N:13]2[CH2:17][CH:16]=[C:15](B3OC(C)(C)C(C)(C)O3)[CH2:14]2)=[O:12])[CH2:3][CH2:2]1.Br[C:28]1[CH:33]=[CH:32][C:31]([F:34])=[CH:30][C:29]=1[C:35]([F:38])([F:37])[F:36].C(=O)([O-])[O-].[Na+].[Na+]>O.COCCOC>[O:1]1[C:6]2[CH:7]=[CH:8][CH:9]=[CH:10][C:5]=2[N:4]([C:11]([N:13]2[CH2:17][CH:16]=[C:15]([C:28]3[CH:33]=[CH:32][C:31]([F:34])=[CH:30][C:29]=3[C:35]([F:36])([F:38])[F:37])[CH2:14]2)=[O:12])[CH2:3][CH2:2]1 |f:2.3.4|. Procedure: 0.4 g of (2,3-dihydrobenzo[1,4]oxazin-4-yl)[3-(4,4,5,5-tetramethyl-[1,3,2]dioxaborolan-2-yl)-2,5-dihydropyrrol-1-yl]methanone, 0.4 g of 1-bromo-4-fluoro-2-(trifluoromethyl)benzene, 1.4 ml of a 2N solution of sodium carbonate in water and 15 ml of ethylene glycol dimethyl ether are placed in a 100 ml three-necked flask equipped with a magnetic stirrer and placed under an inert atmosphere. The reaction mixture is degassed with nitrogen for 30 minutes and then the reaction mixture is heated at refl... Reactants: [C-]#N.[Na+] (sodium cyanide), BrC=1C=C(C=CC1)SC1=C(CBr)C=CC=C1 (2-(3-bromophenylthio)benzyl bromide), CN(C=O)C (dimethylformamide). Run in O (water). The product is BrC=1C=C(C=CC1)SC1=C(CC#N)C=CC=C1 (2-(3-Bromophenylthio)benzyl Cyanide). As a reaction SMILES: [C-]#N.[Na+].[Br:4][C:5]1[CH:6]=[C:7]([S:11][C:12]2[CH:19]=[CH:18][CH:17]=[CH:16][C:13]=2[CH2:14]Br)[CH:8]=[CH:9][CH:10]=1.[CH3:20][N:21](C)C=O>O>[Br:4][C:5]1[CH:6]=[C:7]([S:11][C:12]2[CH:19]=[CH:18][CH:17]=[CH:16][C:13]=2[CH2:14][C:20]#[N:21])[CH:8]=[CH:9][CH:10]=1 |f:0.1|. Procedure: 12.4 G. sodium cyanide (0.25 mole) is added to a solution of 58.6 g. 2-(3-bromophenylthio)benzyl bromide (0.164 mole) in 200 cc. dimethylformamide (DMF). The reaction is slightly exothermic. The resulting solution is allowed to stir for an hour without cooling, then is diluted with a large volume of water and extracted with ether three times. Ether extracts are washed several times with water, dried over sodium sulfate and the ether evaporated off. The crude yield of 2-(3-bromophenylthio)benzyl ... Reactants: O=C([O-])[O-], CCOC(=O)c1cnc(Cl)c2c(CBr)csc12, C1CCOC1, [K+], [K+], CN(C)C=O, O=[N+]([O-])c1cccc(O)c1. Product: CCOC(=O)c1cnc(Cl)c2c(COc3cccc([N+](=O)[O-])c3)csc12. RXN SMILES: [C:11](=[O:12])([O-:13])[O-:14].[CH2:17]([CH3:18])[O:19][C:20](=[O:21])[c:22]1[c:23]2[c:24]([c:25]([Cl:28])[n:26][cH:27]1)[c:29]([CH2:32][Br:33])[cH:30][s:31]2.[CH2:34]1[O:35][CH2:36][CH2:37][CH2:38]1.[K+:15].[K+:16].[O:39]=[CH:40][N:41]([CH3:42])[CH3:43].[OH:1][c:2]1[cH:3][cH:4][cH:5][c:6]([N+:8]([O-:9])=[O:10])[cH:7]1>>[O:1]([c:2]1[cH:3][cH:4][cH:5][c:6]([N+:8]([O-:9])=[O:10])[cH:7]1)[CH2:32][c:29]1[c:24]2[c:23]([c:22]([C:20]([O:19][CH2:17][CH3:18])=[O:21])[cH:27][n:26][c:25]2[Cl:28])[s:31][cH:30]1. Starting materials: CC(C)C(Br)C(=O)O, Nc1ccc2c(c1)OCO2. Yields the product CC(C)C(Nc1ccc2c(c1)OCO2)C(=O)O. RXN SMILES: [Br:1][CH:2]([C:3](=[O:4])[OH:5])[CH:6]([CH3:7])[CH3:8].[CH2:9]1[O:10][c:11]2[cH:12][c:13]([NH2:14])[cH:15][cH:16][c:17]2[O:18]1>>[CH:2]([C:3](=[O:4])[OH:5])([CH:6]([CH3:7])[CH3:8])[NH:14][c:13]1[cH:12][c:11]2[c:17]([cH:16][cH:15]1)[O:18][CH2:9][O:10]2.